This data is from the Open Reaction Database (ORD), a public repository of structured organic reaction records. The task is: describe an organic reaction: reactants, conditions, products, and yield Product: CC=C(Br)C(=O)Nc1cccc(F)c1. As a reaction SMILES: [Br:15][C:16]([C:17](=[O:18])[Cl:19])=[CH:20][CH3:21].[CH:22]([Cl:23])([Cl:24])[Cl:25].[NH2:1][c:2]1[cH:3][cH:4][cH:5][c:6]([F:7])[cH:8]1.[cH:9]1[cH:10][cH:11][n:12][cH:13][cH:14]1>>[NH:1]([c:2]1[cH:3][cH:4][cH:5][c:6]([F:7])[cH:8]1)[C:17]([C:16]([Br:15])=[CH:20][CH3:21])=[O:18]. The reactants are CC=C(Br)C(=O)Cl, ClC(Cl)Cl, Nc1cccc(F)c1, c1ccncc1. The reactants are NC1=NC=C(C=N1)C1=C(C=C(C=C1)C=1C(=CC=CC1)C(=O)OC)F (methyl 4′-(2-aminopyrimidin-5-yl)-3′-fluoro-[1,1′-biphenyl]-2-carboxylate). Run in [OH-].[Na+] (NaOH), C1CCOC1 (THF). Yields the product NC1=NC=C(C=N1)C1=C(C=C(C=C1)C=1C(=CC=CC1)C(=O)O)F (4′-(2-Aminopyrimidin-5-yl)-3′-fluoro-[1,1′-biphenyl]-2-carboxylic acid). Isolated yield 106.2%. Reaction SMILES: [NH2:1][C:2]1[N:7]=[CH:6][C:5]([C:8]2[CH:13]=[CH:12][C:11]([C:14]3[C:15]([C:20]([O:22]C)=[O:21])=[CH:16][CH:17]=[CH:18][CH:19]=3)=[CH:10][C:9]=2[F:24])=[CH:4][N:3]=1>[OH-].[Na+].C1COCC1>[NH2:1][C:2]1[N:7]=[CH:6][C:5]([C:8]2[CH:13]=[CH:12][C:11]([C:14]3[C:15]([C:20]([OH:22])=[O:21])=[CH:16][CH:17]=[CH:18][CH:19]=3)=[CH:10][C:9]=2[F:24])=[CH:4][N:3]=1 |f:1.2|. Procedure: A solution of methyl 4′-(2-aminopyrimidin-5-yl)-3′-fluoro-[1,1′-biphenyl]-2-carboxylate (218 mg, 0.67 mmol) in NaOH (8 mL, 2 N) and THF (8 mL) was stirred at 80° Celsius for 48 hours, and then concentrated to dryness. The residue was acidified with 2 N HCl. The precipitate was collected by filtration and washed with water several times, and dried in vacuo to afford the desired product (220 mg, 106%). The crude product was used without further purification. MS (ESI): mass calcd. for C17H12FN3O2, ... The reactants are COCC(O)CN(Cc1ccccc1)Cc1ncc(N(C)C2CCC2)nc1Cl, CC(C)(C)[O-], [K+], CN(C)C=O, O. The product is COCC1CN(Cc2ccccc2)Cc2ncc(N(C)C3CCC3)nc2O1. As a reaction SMILES: [CH2:1]([c:2]1[cH:3][cH:4][cH:5][cH:6][cH:7]1)[N:8]([CH2:9][CH:10]([CH2:11][O:12][CH3:13])[OH:14])[CH2:15][c:16]1[n:17][cH:18][c:19]([N:23]([CH3:24])[CH:25]2[CH2:26][CH2:27][CH2:28]2)[n:20][c:21]1[Cl:22].[CH3:29][C:30]([CH3:31])([O-:32])[CH3:33].[K+:34].[O:36]=[CH:37][N:38]([CH3:39])[CH3:40].[OH2:35]>>[CH2:1]([c:2]1[cH:3][cH:4][cH:5][cH:6][cH:7]1)[N:8]1[CH2:9][CH:10]([CH2:11][O:12][CH3:13])[O:14][c:21]2[c:16]([n:17][cH:18][c:19]([N:23]([CH3:24])[CH:25]3[CH2:26][CH2:27][CH2:28]3)[n:20]2)[CH2:15]1.